This data is from the Open Reaction Database (ORD), a public repository of structured organic reaction records. The task is: describe an organic reaction: reactants, conditions, products, and yield The product is ClC=1C=CC(=C(CN2C3=C(NCC2)N=CC(=C3)C=3C=C(C=CC3)C(=O)N3CCOCC3)C1)C(F)(F)F ((3-{1-[5-Chloro-2-(trifluoromethyl)benzyl]-1,2,3,4-tetrahydropyrido[2,3-b]pyrazin-7-yl}phenyl)morpholin-4-ylmethanone). Reported procedure: 3-{1-[5-chloro-2-(trifluoromethyl)benzyl]-1,2,3,4-tetrahydropyrido[2,3-b]pyrazin-7-yl}benzoic acid was reacted with morpholine as in General Procedure 10 to give the title compound. LCMS: m/z=516.96 (M+H+); retention time=0.76 minutes. The reactants are ClC=1C=CC(=C(CN2C3=C(NCC2)N=CC(=C3)C=3C=C(C(=O)O)C=CC3)C1)C(F)(F)F (3-{1-[5-chloro-2-(trifluoromethyl)benzyl]-1,2,3,4-tetrahydropyrido[2,3-b]pyrazin-7-yl}benzoic acid), N1CCOCC1 (morpholine). Reaction SMILES: [Cl:1][C:2]1[CH:3]=[CH:4][C:5]([C:28]([F:31])([F:30])[F:29])=[C:6]([CH:27]=1)[CH2:7][N:8]1[CH2:13][CH2:12][NH:11][C:10]2[N:14]=[CH:15][C:16]([C:18]3[CH:19]=[C:20]([CH:24]=[CH:25][CH:26]=3)[C:21]([OH:23])=O)=[CH:17][C:9]1=2.[NH:32]1[CH2:37][CH2:36][O:35][CH2:34][CH2:33]1>>[Cl:1][C:2]1[CH:3]=[CH:4][C:5]([C:28]([F:29])([F:30])[F:31])=[C:6]([CH:27]=1)[CH2:7][N:8]1[CH2:13][CH2:12][NH:11][C:10]2[N:14]=[CH:15][C:16]([C:18]3[CH:19]=[C:20]([C:21]([N:32]4[CH2:37][CH2:36][O:35][CH2:34][CH2:33]4)=[O:23])[CH:24]=[CH:25][CH:26]=3)=[CH:17][C:9]1=2. Reactants: C(C)(=O)N1C(N(CC2=CC(=CC=C12)C(C(F)(F)F)(C(F)(F)F)F)N=CC=1C=NC=CC1)=O (1-acetyl-3,4-dihydro-3-(3-pyridylmethylideneamino)-6-[1,2,2,2-tetrafluoro-1-(trifluoromethyl)ethyl]-2(1H)-quinazolinone), S(O)(O)(=O)=O (sulfuric acid). The reagents and catalysts are [C].[Pd] (palladium-carbon). The solvent is CN(C=O)C (dimethylformamide). Run at temperature 60 celsius. Product: C(C)(=O)N1C(N(CC2=CC(=CC=C12)C(C(F)(F)F)(C(F)(F)F)F)NCC=1C=NC=CC1)=O (1-acetyl-3,4-dihydro-3-(3-pyridylmethylamino)-6-[1,2,2,2-tetrafluoro-1-(trifluoromethyl)ethyl]-2(1H)-quinazolinone). Reaction SMILES: [C:1]([N:4]1[C:13]2[C:8](=[CH:9][C:10]([C:14]([F:23])([C:19]([F:22])([F:21])[F:20])[C:15]([F:18])([F:17])[F:16])=[CH:11][CH:12]=2)[CH2:7][N:6]([N:24]=[CH:25][C:26]2[CH:27]=[N:28][CH:29]=[CH:30][CH:31]=2)[C:5]1=[O:32])(=[O:3])[CH3:2].S(=O)(=O)(O)O>[C].[Pd].CN(C)C=O>[C:1]([N:4]1[C:13]2[C:8](=[CH:9][C:10]([C:14]([F:23])([C:19]([F:20])([F:21])[F:22])[C:15]([F:17])([F:18])[F:16])=[CH:11][CH:12]=2)[CH2:7][N:6]([NH:24][CH2:25][C:26]2[CH:27]=[N:28][CH:29]=[CH:30][CH:31]=2)[C:5]1=[O:32])(=[O:3])[CH3:2] |f:2.3|. Reported procedure: In a 200-ml autoclave were placed 9.25 g (20 mmol) of 1-acetyl-3,4-dihydro-3-(3-pyridylmethylideneamino)-6-[1,2,2,2-tetrafluoro-1-(trifluoromethyl)ethyl]-2(1H)-quinazolinone, 0.21 g (0.05 mmol) of 5% palladium-carbon (containing 50% water), 0.4 g (98%, 4 mmol) of concentrated sulfuric acid and 50 ml of dimethylformamide. They were heated to 60° C. with stirring and the reaction was carried out at a hydrogen pressure of 2 kg/cm2 until the hydrogen absorption rate decreased. After the reaction mix...